Dataset: the Open Reaction Database (ORD), a public repository of structured organic reaction records. Task: describe an organic reaction: reactants, conditions, products, and yield Starting materials: C[Si](C)(C)C(C(=O)N)[Si](C)(C)C (bis(trimethylsilyl)acetamide), OC=1C=C(C(=O)NNS(=O)(=O)NC(=O)N2C([C@H](C2)NC(OCC2=CC=CC=C2)=O)=O)C=CC1O ((S)-[1-[[[[2-(3,4-dihydroxybenzoyl)hydrazino]sulfonyl]amino]carbonyl]-2-oxo-3-azetidinyl]carbamic acid, phenylmethyl ester), [H][H] (hydrogen). The reagents and catalysts are [Pd] (palladium on charcoal). The solvent is C(C)#N (acetonitrile). Reaction conditions: time 15 minute. The product is N[C@@H]1C(N(C1)C(=O)NS(=O)(=O)NNC(C1=CC(=C(C=C1)O)O)=O)=O ((S)-3-amino-N-[[2-(3,4-dihydroxybenzoyl)hydrazino]sulfonyl]-2-oxo-1-azetidinecarboxamide). Isolated yield 83.5%. As a reaction SMILES: C[Si](C([Si](C)(C)C)C(N)=O)(C)C.[OH:13][C:14]1[CH:15]=[C:16]([CH:43]=[CH:44][C:45]=1[OH:46])[C:17]([NH:19][NH:20][S:21]([NH:24][C:25]([N:27]1[CH2:30][C@H:29]([NH:31]C(=O)OCC2C=CC=CC=2)[C:28]1=[O:42])=[O:26])(=[O:23])=[O:22])=[O:18].[H][H]>C(#N)C.[Pd]>[NH2:31][C@H:29]1[CH2:30][N:27]([C:25]([NH:24][S:21]([NH:20][NH:19][C:17](=[O:18])[C:16]2[CH:43]=[CH:44][C:45]([OH:46])=[C:14]([OH:13])[CH:15]=2)(=[O:22])=[O:23])=[O:26])[C:28]1=[O:42]. Procedure: 7.4 ml of bis(trimethylsilyl)acetamide (0.03 mol) was added to a suspension of 2.47 g (0.005 mol) of (S)-[1-[[[[2-(3,4-dihydroxybenzoyl)hydrazino]sulfonyl]amino]carbonyl]-2-oxo-3-azetidinyl]carbamic acid, phenylmethyl ester (see Example 3A) in 40 ml of acetonitrile. After stirring for 15 minutes, a clear solution was obtained. One gram of palladium on charcoal (10%) was added and hydrogen was passed through the solution with stirring. The catalyst was filtered off and 2 ml of methanol were added... Reactants: CC(C)(C)OC(=O)N1CCCC1C(=O)NC(C)(C(N)=O)c1ccc(Br)cc1, CCO, [Na+], [OH-]. Product: CC(C)(C)OC(=O)N1CCCC1C1=NC(=O)C(C)(c2ccc(Br)cc2)N1. RXN SMILES: [C:1]([CH3:2])([CH3:3])([CH3:4])[O:5][C:6](=[O:7])[N:8]1[CH:9]([C:13]([NH:14][C:15]([CH3:16])([C:17]([NH2:18])=[O:19])[c:20]2[cH:21][cH:22][c:23]([Br:26])[cH:24][cH:25]2)=[O:27])[CH2:10][CH2:11][CH2:12]1.[CH3:30][CH2:31][OH:32].[Na+:29].[OH-:28]>>[C:1]([CH3:2])([CH3:3])([CH3:4])[O:5][C:6](=[O:7])[N:8]1[CH:9]([C:13]2=[N:18][C:17](=[O:19])[C:15]([CH3:16])([c:20]3[cH:21][cH:22][c:23]([Br:26])[cH:24][cH:25]3)[NH:14]2)[CH2:10][CH2:11][CH2:12]1.